Dataset: the Open Reaction Database (ORD), a public repository of structured organic reaction records. Task: describe an organic reaction: reactants, conditions, products, and yield The reactants are SC1=CC(=NC=2N1N=C(N2)C(=O)OC)C (methyl 7-mercapto-5-methyl-s-triazolo[1,5-a]-pyrimidine-2-carboxylate), [H-].C(C(C)C)[Al+]CC(C)C.CCCCCC (diisobutylaluminium hydride hexane). Run in O1CCCC1 (tetrahydrofuran). Reaction conditions: time 10 minute. The product is SC1=CC(=NC=2N1N=C(N2)CO)C (7-mercapto-5-methyl-s-tria-zolo[1,5-a]pyrimidine-2-methanol). As a reaction SMILES: [SH:1][C:2]1[N:7]2[N:8]=[C:9]([C:11](OC)=[O:12])[N:10]=[C:6]2[N:5]=[C:4]([CH3:15])[CH:3]=1.[H-].C([Al+]CC(C)C)C(C)C.CCCCCC>O1CCCC1>[SH:1][C:2]1[N:7]2[N:8]=[C:9]([CH2:11][OH:12])[N:10]=[C:6]2[N:5]=[C:4]([CH3:15])[CH:3]=1 |f:1.2.3|. Procedure: 2.24 g of methyl 7-mercapto-5-methyl-s-triazolo[1,5-a]-pyrimidine-2-carboxylate were suspended in 350 ml of tetrahydrofuran and treated at 2° within 15 minutes with 40 ml of a 1M diisobutylaluminium hydride/hexane solution. The reaction mixture was stirred at 2° for 10 minutes and subsequently treated with ice. The reaction mixture was concentrated extensively, the residue was taken up in 30 ml of water, and the solution was acidified to pH 1.2 with concentrated hydrochloric acid. The solid was ...